From a dataset of the Open Reaction Database (ORD), a public repository of structured organic reaction records. describe an organic reaction: reactants, conditions, products, and yield Reactants: CC(=O)Oc1ccc(-c2ccc3oc(C(=O)O)cc3c2)cc1, CCO, [K+], [OH-]. The product is O=C(O)c1cc2cc(-c3ccc(O)cc3)ccc2o1. RXN SMILES: [C:1](=[O:2])([CH3:3])[O:4][c:5]1[cH:6][cH:7][c:8](-[c:11]2[cH:12][cH:13][c:14]3[c:15]([cH:16][c:17]([C:19](=[O:20])[OH:21])[o:18]3)[cH:22]2)[cH:9][cH:10]1.[CH3:25][CH2:26][OH:27].[K+:24].[OH-:23]>>[OH:4][c:5]1[cH:6][cH:7][c:8](-[c:11]2[cH:12][cH:13][c:14]3[c:15]([cH:16][c:17]([C:19](=[O:20])[OH:21])[o:18]3)[cH:22]2)[cH:9][cH:10]1.